This data is from the Open Reaction Database (ORD), a public repository of structured organic reaction records. The task is: describe an organic reaction: reactants, conditions, products, and yield As a reaction SMILES: [C:13]([CH2:14][C:15]([O-:16])=[O:17])(=[O:18])[O:19][CH2:20][CH3:21].[C:38]([n:39]1[cH:40][cH:41][n:42][cH:43]1)([n:44]1[cH:45][cH:46][n:47][cH:48]1)=[O:49].[CH2:27]1[CH2:28][CH2:29][C:30]2=[N:35][CH2:34][CH2:33][CH2:32][N:31]2[CH2:36][CH2:37]1.[CH2:59]1[O:60][CH2:61][CH2:62][CH2:63]1.[CH3:50][C:51]#[N:52].[CH3:53][CH2:54][O:55][C:56]([CH3:57])=[O:58].[Cl:22][Si:23]([CH3:24])([CH3:25])[CH3:26].[F:1][c:2]1[c:3]([C:4](=[O:5])[OH:6])[cH:7][c:8]([I:11])[cH:9][cH:10]1.[K+:12]>>[F:1][c:2]1[c:3]([C:4](=[O:6])[CH2:14][C:13](=[O:18])[O:19][CH2:20][CH3:21])[cH:7][c:8]([I:11])[cH:9][cH:10]1. Reactants: CCOC(=O)CC(=O)[O-], O=C(n1ccnc1)n1ccnc1, C1CCC2=NCCCN2CC1, C1CCOC1, CC#N, CCOC(C)=O, C[Si](C)(C)Cl, O=C(O)c1cc(I)ccc1F, [K+]. The product is CCOC(=O)CC(=O)c1cc(I)ccc1F. The reactants are O.C1(=CC=C(C=C1)S(=O)(=O)O)C (para-toluenesulfonic acid hydrate), ClC1=CC(=C(C=C1)NCCCNCC)C (N′-(4-Chloro-2-methyl-phenyl)-N-ethyl-propane-1,3-diamine), C(=S)(N1C=NC=C1)N1C=NC=C1 (1,1′-thiocarbonyldiimidazole). The solvent is O1CCOCC1 (dioxane). Yields the product ClC1=CC(=C(C=C1)N1C(N(CCC1)CC)=S)C (1-(4-Chloro-2-methyl-phenyl)-3-ethyl-3,4,5,6-tetrahydro-primidine-2(1H)-thione), solid. Yield: 52.0%. As a reaction SMILES: [Cl:1][C:2]1[CH:7]=[CH:6][C:5]([NH:8][CH2:9][CH2:10][CH2:11][NH:12][CH2:13][CH3:14])=[C:4]([CH3:15])[CH:3]=1.[C:16](N1C=CN=C1)(N1C=CN=C1)=[S:17].O.C1(C)C=CC(S(O)(=O)=O)=CC=1>O1CCOCC1>[Cl:1][C:2]1[CH:7]=[CH:6][C:5]([N:8]2[CH2:9][CH2:10][CH2:11][N:12]([CH2:13][CH3:14])[C:16]2=[S:17])=[C:4]([CH3:15])[CH:3]=1 |f:2.3|. Reported procedure: The cyclization of the crude diamine of Step D was carried out with one equivalent of 1,1′-thiocarbonyldiimidazole in refluxing dioxane under nitrogen for one hour. Subsequently, two equivalents of para-toluenesulfonic acid hydrate were added and the mixture was refluxed for 48 hours. The solvent was removed in vacuo and the residue was dissolved in dichloromethane (100 mL). The solution was washed with water, dried over magnesium sulfate, filtered and evaporated. The crude product was purified ...